Task: describe an organic reaction: reactants, conditions, products, and yield. Dataset: the Open Reaction Database (ORD), a public repository of structured organic reaction records The reactants are ClC1=CC=C(CC(C(=O)O)=C)C=C1 (2-(p-chlorobenzyl)acrylic acid), C(C1=CC=CC=C1)(=S)O (thiobenzoic acid), C(Cl)Cl (methylene chloride). Solvent: C(Cl)(Cl)Cl (chloroform). Yields the product C(C1=CC=CC=C1)(=O)SCC(C(=O)O)CC1=CC=C(C=C1)Cl (3-Benzoylthio-2-(p-chlorobenzyl)propionic Acid). As a reaction SMILES: [Cl:1][C:2]1[CH:13]=[CH:12][C:5]([CH2:6][C:7](=[CH2:11])[C:8]([OH:10])=[O:9])=[CH:4][CH:3]=1.[C:14]([OH:22])(=[S:21])[C:15]1[CH:20]=[CH:19][CH:18]=[CH:17][CH:16]=1.C(Cl)Cl>C(Cl)(Cl)Cl>[C:14]([S:21][CH2:11][CH:7]([CH2:6][C:5]1[CH:4]=[CH:3][C:2]([Cl:1])=[CH:13][CH:12]=1)[C:8]([OH:10])=[O:9])(=[O:22])[C:15]1[CH:20]=[CH:19][CH:18]=[CH:17][CH:16]=1. Reported procedure: A solution of 2-(p-chlorobenzyl)acrylic acid (3.93 gm., 22 mmoles) and thiobenzoic acid (2.6 ml., 20 mmoles) in 40 ml. of methylene chloride was heated at reflux for 16 hours. The reaction mixture was evaporated to dryness and product crystallized from hexane (4.5 g.). Additional product was obtained by evaporation of the hexane mother liquor and chromatography of the residue (7.1 g.) on 200 g. of silica gel (230-400 mesh) with chloroform as eluant; 1.8 g., m.p. 111°-114° C. The reactants are COC(=O)CCc1ccc(-c2ccc(CC(N)C(=O)N(C)C)cc2)cc1, CCCCCC, CCOC(C)=O, CCN(C(C)C)C(C)C, ClCCl, Cl, Cl, Cc1ccc(S(=O)(=O)Cl)cc1. The product is COC(=O)CCc1ccc(-c2ccc(CC(NS(=O)(=O)c3ccc(C)cc3)C(=O)N(C)C)cc2)cc1. RXN SMILES: [CH3:3][O:4][C:5]([CH2:6][CH2:7][c:8]1[cH:9][cH:10][c:11](-[c:14]2[cH:15][cH:16][c:17]([CH2:20][CH:21]([C:22]([N:23]([CH3:24])[CH3:25])=[O:26])[NH2:27])[cH:18][cH:19]2)[cH:12][cH:13]1)=[O:28].[CH3:52][CH2:53][CH2:54][CH2:55][CH2:56][CH3:57].[CH3:58][CH2:59][O:60][C:61](=[O:62])[CH3:63].[CH:29]([N:30]([CH2:31][CH3:32])[CH:33]([CH3:34])[CH3:35])([CH3:36])[CH3:37].[Cl:49][CH2:50][Cl:51].[ClH:1].[ClH:2].[c:38]1([CH3:48])[cH:39][cH:40][c:41]([S:44](=[O:45])(=[O:46])[Cl:47])[cH:42][cH:43]1>>[CH3:3][O:4][C:5]([CH2:6][CH2:7][c:8]1[cH:9][cH:10][c:11](-[c:14]2[cH:15][cH:16][c:17]([CH2:20][CH:21]([C:22]([N:23]([CH3:24])[CH3:25])=[O:26])[NH:27][S:44]([c:41]3[cH:40][cH:39][c:38]([CH3:48])[cH:43][cH:42]3)(=[O:45])=[O:46])[cH:18][cH:19]2)[cH:12][cH:13]1)=[O:28].